The task is: describe an organic reaction: reactants, conditions, products, and yield. This data is from the Open Reaction Database (ORD), a public repository of structured organic reaction records. Product: FC1=C2C(=CNC2=CC=C1)C=1C(NC(C1C=1C=CC=C2C=CN(C12)C)=O)=O (3-(4-Fluoro-1H-indol-3-yl)-4-(1-methyl-1H-indol-7-yl)-pyrrole-2,5-dione). Run in CN(C)C=O (DMF). Reported procedure: A 1.0 M solution of KOtBu in THF (10.6 mL, 10.6 mmol) was added to a solution of 2-(4-fluoro-1H-indol-3-yl)-acetamide (595 mg, 3.10 mmol) and (1-methyl-1H-indol-7-yl)-oxo-acetic acid methyl ester (646 mg, 2.98 mmol) in DMF (40 mL). The initially light yellow solution turned red-orange over 4 h and was then stirred 4 h at 60–70° C. The heating bath was removed, 1N HCl added and the mixture poured into EtOAc. The EtOAc layer was separated and washed with water (2×), saturated aq NaHCO3 (2×) and br... The reactants are solution, CC(C)(C)[O-].[K+] (KOtBu), C1CCOC1 (THF), FC1=C2C(=CNC2=CC=C1)CC(=O)N (2-(4-fluoro-1H-indol-3-yl)-acetamide), COC(C(=O)C=1C=CC=C2C=CN(C12)C)=O ((1-methyl-1H-indol-7-yl)-oxo-acetic acid methyl ester). The yield is 54.6%. Reaction conditions: time 4 hour. RXN SMILES: CC([O-])(C)C.[K+].C1COCC1.[F:12][C:13]1[CH:21]=[CH:20][CH:19]=[C:18]2[C:14]=1[C:15]([CH2:22][C:23]([NH2:25])=[O:24])=[CH:16][NH:17]2.C[O:27][C:28](=O)[C:29]([C:31]1[CH:32]=[CH:33][CH:34]=[C:35]2[C:39]=1[N:38]([CH3:40])[CH:37]=[CH:36]2)=O>CN(C=O)C>[F:12][C:13]1[CH:21]=[CH:20][CH:19]=[C:18]2[C:14]=1[C:15]([C:22]1[C:23](=[O:24])[NH:25][C:28](=[O:27])[C:29]=1[C:31]1[CH:32]=[CH:33][CH:34]=[C:35]3[C:39]=1[N:38]([CH3:40])[CH:37]=[CH:36]3)=[CH:16][NH:17]2 |f:0.1|. Starting materials: C(C)OC1=CC=C2CCC(CC2=C1)NCCC ((7-ethoxy-1,2,3,4-tetrahydro-naphthalen-2-yl)-propyl-amine), solution, solution, CS(=O)(=O)N1CCC(CC1)C=O (1-(methylsulfonyl)-4-piperidinecarboxaldehyde), CCN(C(C)C)C(C)C (DIEA), C(C)(=O)O[BH-](OC(C)=O)OC(C)=O.[Na+] (sodium triacetoxyborohydride). The solvent is ClCCCl (1,2-dichloroethane), ClCCCl (1,2-dichloroethane). Conditions: temperature 25 celsius, time 48 hour. Product: C(C)OC1=CC=C2CCC(CC2=C1)N(CCC)CC1CCN(CC1)S(=O)(=O)C ((7-Ethoxy-1,2,3,4-tetrahydro-naphthalen-2-yl)-(1-methanesulfonyl-piperidin-4-ylmethyl)-propyl-amine). As a reaction SMILES: [CH2:1]([O:3][C:4]1[CH:13]=[C:12]2[C:7]([CH2:8][CH2:9][CH:10]([NH:14][CH2:15][CH2:16][CH3:17])[CH2:11]2)=[CH:6][CH:5]=1)[CH3:2].[CH3:18][S:19]([N:22]1[CH2:27][CH2:26][CH:25]([CH:28]=O)[CH2:24][CH2:23]1)(=[O:21])=[O:20].CCN(C(C)C)C(C)C.C(O[BH-](OC(=O)C)OC(=O)C)(=O)C.[Na+]>ClCCCl>[CH2:1]([O:3][C:4]1[CH:13]=[C:12]2[C:7]([CH2:8][CH2:9][CH:10]([N:14]([CH2:28][CH:25]3[CH2:26][CH2:27][N:22]([S:19]([CH3:18])(=[O:21])=[O:20])[CH2:23][CH2:24]3)[CH2:15][CH2:16][CH3:17])[CH2:11]2)=[CH:6][CH:5]=1)[CH3:2] |f:3.4|. Procedure: To a solution of afford (7-ethoxy-1,2,3,4-tetrahydro-naphthalen-2-yl)-propyl-amine (200 μL of a 0.25M solution in 1,2-dichloroethane, 50 μmole) was added 220 μL of a solution of 1-(methylsulfonyl)-4-piperidinecarboxaldehyde (0.25 M in 1,2-dichloroethane) followed by 30 μL DIEA and 300 μL of a 0.25 M slurry of sodium triacetoxyborohydride in 1,2-dichloroethane. The solution was shaken at 25° C. for 48 h under N2. The reaction was quenched with 1 mL 2% NaOH and the mixture was transferred along wi... Starting materials: OCCOC1CCC(CC1)C(=O)O (4-(2-Hydroxyethoxy)cyclohexanecarboxylic acid), CO (methanol). Conditions: time 20 hour. The product is OCCOC1CCC(CC1)C(=O)OC (Methyl 4-(2-hydroxyethoxy)cyclohexanecarboxylate). As a reaction SMILES: [OH:1][CH2:2][CH2:3][O:4][CH:5]1[CH2:10][CH2:9][CH:8]([C:11]([OH:13])=[O:12])[CH2:7][CH2:6]1.[CH3:14]O>>[OH:1][CH2:2][CH2:3][O:4][CH:5]1[CH2:10][CH2:9][CH:8]([C:11]([O:13][CH3:14])=[O:12])[CH2:7][CH2:6]1. Reported procedure: The crude product from Example 1A is dissolved in 40 ml of methanol, and 200 mg of Dowex 50 WX8-100 ion exchanger (washed beforehand 7× with in each case 20 ml of 2 M hydrochloric acid and then 7× with in each case 20 ml of methanol) are added. The mixture is stirred at +64° C. for 20 h. After cooling to RT, the ion exchanger is filtered off and the filtrate is concentrated on a rotary evaporator. The crude product is directly used in the next reaction without further purification. Starting materials: ClP(C1=CC=CC=C1)Cl (dichlorophenylphosphine), O (water), C(C1=CC=CC=C1)(=O)OOC(C)(C)C (t-butyl peroxybenzoate), C(C=C)(=O)O (acrylic acid). The product is OP(=O)(CCC(=O)O)C1=CC=CC=C1 (3-[hydroxy(phenyl)phosphinyl]propionic acid). As a reaction SMILES: Cl[P:2](Cl)[C:3]1[CH:8]=[CH:7][CH:6]=[CH:5][CH:4]=1.[C:10]([O:18]OC(C)(C)C)(=[O:17])[C:11]1C=CC=C[CH:12]=1.C(O)(=[O:27])C=C.[OH2:29]>>[OH:29][P:2]([C:3]1[CH:8]=[CH:7][CH:6]=[CH:5][CH:4]=1)([CH2:12][CH2:11][C:10]([OH:18])=[O:17])=[O:27]. Procedure details: Using 501.2 g of dichlorophenylphosphine, 3.2 g of t-butyl peroxybenzoate, 201.8 g of acrylic acid, and 0.92 L of water, a rinse-purified 3-[hydroxy(phenyl)phosphinyl]propionic acid was prepared by the procedure described in U.S. Pat. No. 5,334,760, namely the steps of hydrolyzing the reaction mixture after completion of the reaction, cooling it, harvesting the resulting crystals by filtration, rinsing the crystal crop with water, and drying it. The yield was 564.9 g or 94.2%. From the area rati... Reactants: FC1=CC=C(OC2=CC(=C(C=C2)O)CC=C)C=C1 (4-(4-fluorophenoxy)-2-allylphenol). The reagents and catalysts are [Pd] (Pd/C). Run in C(C)(=O)OCC (ethyl acetate). Product: FC1=CC=C(OC2=CC(=C(C=C2)O)CCC)C=C1 (4-(4-fluorophenoxy)-2-propylphenol). As a reaction SMILES: [F:1][C:2]1[CH:18]=[CH:17][C:5]([O:6][C:7]2[CH:12]=[CH:11][C:10]([OH:13])=[C:9]([CH2:14][CH:15]=[CH2:16])[CH:8]=2)=[CH:4][CH:3]=1>C(OCC)(=O)C.[Pd]>[F:1][C:2]1[CH:18]=[CH:17][C:5]([O:6][C:7]2[CH:12]=[CH:11][C:10]([OH:13])=[C:9]([CH2:14][CH2:15][CH3:16])[CH:8]=2)=[CH:4][CH:3]=1. Procedure details: A solution of 4-(4-fluorophenoxy)-2-allylphenol (2.30 g, 9.42 mmol) and 5% Pd/C (0.90 g) in ethyl acetate (30 mL) was stirred under H2 atmosphere for 3 h at room temperature. The reaction mixture was filtered through a short pad of silica gel and concentrated in vacuo to afford the title compound which was used as is.